Task: describe an organic reaction: reactants, conditions, products, and yield. Dataset: the Open Reaction Database (ORD), a public repository of structured organic reaction records Reactants: C(#N)C1=CC(=C(CNC(C(OCC)C2=C(C=C(C=C2F)OC)F)=O)C=C1)O ((RS)-N-(4-cyano-2-hydroxy-benzyl)-2-(2,6-difluoro-4-methoxy-phenyl)-2-ethoxy-acetamide), ClCC1=NOC=N1.C([O-])([O-])=O.[Cs+].[Cs+] (3-(chloromethyl)-1,2,4-oxadiazole cesium carbonate), C(#N)C1=CC(=C(CNC(C(OCC)C2=C(C=C(C=C2F)OC)F)=O)C=C1)OCC1=NOC=N1 (N-[4-cyano-2-([1,2,4]oxadiazol-3-ylmethoxy)-benzyl]-2-(2,6-difluoro-4-methoxy-phenyl)-2-ethoxy-acetamide), C(#N)C1=CC(=C(CNC(C(OCC)C2=C(C=C(C=C2F)OC)F)=O)C=C1)OCC#N (N-(4-cyano-2-cyanomethoxy-benzyl)-2-(2,6-difluoro-4-methoxy-phenyl)-2-ethoxy-acetamide). Solvent: CN(C)C=O (DMF). The product is Cl.C(N)(=N)C1=CC(=C(CNC(C(OCC)C2=C(C=C(C=C2F)OC)F)=O)C=C1)OCC(NCCN(CC)CC)=O ((RS)-N-{4-Carbamimidoyl-2-[(2-diethylamino-ethylcarbamoyl)-methoxy]-benzyl}-2-(2,6-difluoro-4-methoxy-phenyl)-2-ethoxy-acetamide hydrochloride). RXN SMILES: [C:1]([C:3]1[CH:26]=[CH:25][C:6]([CH2:7][NH:8][C:9](=[O:24])[CH:10]([C:14]2[C:19]([F:20])=[CH:18][C:17]([O:21][CH3:22])=[CH:16][C:15]=2[F:23])[O:11][CH2:12][CH3:13])=[C:5]([OH:27])[CH:4]=1)#[N:2].[Cl:28]CC1N=CO[N:31]=1.C(=O)([O-])[O-].[Cs+].[Cs+].C(C1C=C[C:46]([CH2:47][NH:48][C:49](=[O:64])[CH:50](C2C(F)=CC(OC)=CC=2F)OCC)=C(OCC2N=CON=2)C=1)#N.C(C1C=C[C:79]([CH2:80][NH:81][C:82](=O)[CH:83](C2C(F)=CC(OC)=CC=2F)OCC)=C(OCC#N)C=1)#N>CN(C=O)C>[ClH:28].[C:1]([C:3]1[CH:26]=[CH:25][C:6]([CH2:7][NH:8][C:9](=[O:24])[CH:10]([C:14]2[C:15]([F:23])=[CH:16][C:17]([O:21][CH3:22])=[CH:18][C:19]=2[F:20])[O:11][CH2:12][CH3:13])=[C:5]([O:27][CH2:50][C:49](=[O:64])[NH:48][CH2:47][CH2:46][N:81]([CH2:82][CH3:83])[CH2:80][CH3:79])[CH:4]=1)(=[NH:31])[NH2:2] |f:1.2.3.4,8.9|. Procedure details: In analogy to example 16.4, (RS)-N-(4-cyano-2-hydroxy-benzyl)-2-(2,6-difluoro-4-methoxy-phenyl)-2-ethoxy-acetamide (example 126.1) was alkylated with 3-(chloromethyl)-1,2,4-oxadiazole/cesium carbonate in DMF to give a mixture of N-[4-cyano-2-([1,2,4]oxadiazol-3-ylmethoxy)-benzyl]-2-(2,6-difluoro-4-methoxy-phenyl)-2-ethoxy-acetamide and N-(4-cyano-2-cyanomethoxy-benzyl)-2-(2,6-difluoro-4-methoxy-phenyl)-2-ethoxy-acetamide. These compounds were converted according to general procedure D to give (R... Procedure details: A mixture of 2-amino-3-(2-fluoro-6-chlorobenzyloxy)pyridine (3.46 g, 0.014 mol), 4chlorophenyl isothiocyanate (2.55 g, 0.015 mol) and toluene (10 ml) was refluxed for 2 hours, then cooled and treated with diethyl ether to induce crystallisation of the product. Yield 4.64 g (73%), m.p. 162°-164 ° C. Starting materials: NC1=NC=CC=C1OCC1=C(C=CC=C1Cl)F (2-amino-3-(2-fluoro-6-chlorobenzyloxy)pyridine), ClC1=CC=C(C=C1)N=C=S (4chlorophenyl isothiocyanate), C1(=CC=CC=C1)C (toluene). The product is FC1=C(COC=2C(=NC=CC2)NC(=S)NC2=CC=C(C=C2)Cl)C(=CC=C1)Cl (N-[3-(2-Fluoro-6-chlorobenzyloxy)pyrid-2-yl]-N'-(4-chlorophenyl)thiourea). The solvent is C(C)OCC (diethyl ether). RXN SMILES: [NH2:1][C:2]1[C:7]([O:8][CH2:9][C:10]2[C:15]([Cl:16])=[CH:14][CH:13]=[CH:12][C:11]=2[F:17])=[CH:6][CH:5]=[CH:4][N:3]=1.[Cl:18][C:19]1[CH:24]=[CH:23][C:22]([N:25]=[C:26]=[S:27])=[CH:21][CH:20]=1.C1(C)C=CC=CC=1>C(OCC)C>[F:17][C:11]1[CH:12]=[CH:13][CH:14]=[C:15]([Cl:16])[C:10]=1[CH2:9][O:8][C:7]1[C:2]([NH:1][C:26]([NH:25][C:22]2[CH:23]=[CH:24][C:19]([Cl:18])=[CH:20][CH:21]=2)=[S:27])=[N:3][CH:4]=[CH:5][CH:6]=1.